Dataset: the Open Reaction Database (ORD), a public repository of structured organic reaction records. Task: describe an organic reaction: reactants, conditions, products, and yield Reactants: resultant mixture, ClC=1C=2C(N=CN1)=C(N(N2)C2=C(C=CC=C2)Cl)C2=CC=C(C=C2)Cl (7-chloro-3-(4-chlorophenyl)-2-(2-chlorophenyl)-2H-pyrazolo[4,3-d]pyrimidine), [H-].[Na+] (Sodium hydride), C(C1=CC=CC=C1)N1CC(CC1)O (1-benzylpyrrolidin-3-ol). Run in CN(C=O)C (dimethylformamide), C(C)(C)(C)OC (methyl tert-butyl ether). Reaction conditions: time 2 hour. Product: C(C1=CC=CC=C1)N1CC(CC1)OC=1C=2C(N=CN1)=C(N(N2)C2=C(C=CC=C2)Cl)C2=CC=C(C=C2)Cl (7-(1-benzylpyrrolidin-3-yloxy)-3-(4-chlorophenyl)-2-(2-chlorophenyl)-2H-pyrazolo[4,3-d]pyrimidine). The yield is 31.3%. RXN SMILES: [H-].[Na+].[CH2:3]([N:10]1[CH2:14][CH2:13][CH:12]([OH:15])[CH2:11]1)[C:4]1[CH:9]=[CH:8][CH:7]=[CH:6][CH:5]=1.Cl[C:17]1[C:18]2[C:19](=[C:23]([C:33]3[CH:38]=[CH:37][C:36]([Cl:39])=[CH:35][CH:34]=3)[N:24]([C:26]3[CH:31]=[CH:30][CH:29]=[CH:28][C:27]=3[Cl:32])[N:25]=2)[N:20]=[CH:21][N:22]=1>CN(C)C=O.C(OC)(C)(C)C>[CH2:3]([N:10]1[CH2:14][CH2:13][CH:12]([O:15][C:17]2[C:18]3[C:19](=[C:23]([C:33]4[CH:38]=[CH:37][C:36]([Cl:39])=[CH:35][CH:34]=4)[N:24]([C:26]4[CH:31]=[CH:30][CH:29]=[CH:28][C:27]=4[Cl:32])[N:25]=3)[N:20]=[CH:21][N:22]=2)[CH2:11]1)[C:4]1[CH:5]=[CH:6][CH:7]=[CH:8][CH:9]=1 |f:0.1|. Procedure details: Sodium hydride (24 mg of a 60% dispersion in mineral oil, 0.6 mmol) was added to a solution of 1-benzylpyrrolidin-3-ol (0.1 ml, 0.6 mmol) in dimethylformamide (1 ml), and the resultant mixture was stirred at room temperature for 5 min. Next, 7-chloro-3-(4-chlorophenyl)-2-(2-chlorophenyl)-2H-pyrazolo[4,3-d]pyrimidine 1-2A-1c (50 mg, 0.13 mmol) was added in one portion, and the mixture was stirred for 2 hours. The reaction mixture was diluted with methyl tert-butyl ether and washed with water (3×)... The reactants are C=1C=CC(=CC1)P(C=2C=CC=CC2)C3=CC=C4C=CC=CC4=C3C5=C6C=CC=CC6=CC=C5P(C=7C=CC=CC7)C=8C=CC=CC8 (BINAP), BrC=1C=CC(=NC1)[N+](=O)[O-] (5-bromo-2-nitropyridine), C(C)(=O)N1CCNCC1 (1-acetylpiperazine), C(=O)([O-])[O-].[Cs+].[Cs+] (Cs2CO3). Reagents/catalysts: C=1C=CC(=CC1)/C=C/C(=O)/C=C/C2=CC=CC=C2.C=1C=CC(=CC1)/C=C/C(=O)/C=C/C2=CC=CC=C2.C=1C=CC(=CC1)/C=C/C(=O)/C=C/C2=CC=CC=C2.[Pd].[Pd] (Pd2(dba)3). Run in C1(=CC=CC=C1)C (toluene). Run at temperature 100 celsius. Yields the product [N+](=O)([O-])C1=CC=C(C=N1)N1CCN(CC1)C(C)=O (1-[4-(6-Nitro-pyridin-3-yl)-piperazin-1-yl]-ethanone). Isolated yield 53.9%. Reaction SMILES: Br[C:2]1[CH:3]=[CH:4][C:5]([N+:8]([O-:10])=[O:9])=[N:6][CH:7]=1.[C:11]([N:14]1[CH2:19][CH2:18][NH:17][CH2:16][CH2:15]1)(=[O:13])[CH3:12].C([O-])([O-])=O.[Cs+].[Cs+].C1C=CC(P(C2C(C3C(P(C4C=CC=CC=4)C4C=CC=CC=4)=CC=C4C=3C=CC=C4)=C3C(C=CC=C3)=CC=2)C2C=CC=CC=2)=CC=1>C1(C)C=CC=CC=1.C1C=CC(/C=C/C(/C=C/C2C=CC=CC=2)=O)=CC=1.C1C=CC(/C=C/C(/C=C/C2C=CC=CC=2)=O)=CC=1.C1C=CC(/C=C/C(/C=C/C2C=CC=CC=2)=O)=CC=1.[Pd].[Pd]>[N+:8]([C:5]1[N:6]=[CH:7][C:2]([N:17]2[CH2:18][CH2:19][N:14]([C:11](=[O:13])[CH3:12])[CH2:15][CH2:16]2)=[CH:3][CH:4]=1)([O-:10])=[O:9] |f:2.3.4,7.8.9.10.11|. Procedure details: To a mixture of 5-bromo-2-nitropyridine (406 mg, 2 mmol) and 1-acetylpiperazine (256 mg, 2 mmol) in toluene (5 mL) is added Cs2CO3, then Pd2(dba)3 (74 mg, 0.08 mmol) and BINAP (100 mg, 0.16 mmol) are added. The mixture is degassed, and heated at 100° C. for 16 hours. Then the mixture is cooled down to room temperature, diluted with EtOAc, and filtered through celite. The filtrate is concentrated under reduced pressure. The crude product is purified by column chromatography (SiO2, MeOH:CH2Cl2=0.7... Reactants: COC=1C=C2C=C(NC2=CC1)C (5-methoxy-2-methylindole), C1(C=2C(C(=O)O1)=CC=CC2)=O (phthalic anhydride). Solvent: C(CCl)Cl (ethylene dichloride). The product is C1(=CC=CC=C1)C=1NC2=CC=CC=C2C1C(=O)C1=C(C(=O)O)C=CC=C1 (2-[(2-phenyl-3-indolyl)carbonyl]benzoic acid). RXN SMILES: CO[C:3]1[CH:4]=[C:5]2[C:9](=[CH:10][CH:11]=1)[NH:8][C:7]([CH3:12])=[CH:6]2.[C:13]1(=[O:23])[O:18][C:16](=[O:17])[C:15]2=[CH:19][CH:20]=[CH:21][CH:22]=[C:14]12>C(Cl)CCl>[C:12]1([C:7]2[NH:8][C:9]3[C:5]([C:6]=2[C:16]([C:15]2[CH:19]=[CH:20][CH:21]=[CH:22][C:14]=2[C:13]([OH:18])=[O:23])=[O:17])=[CH:4][CH:3]=[CH:11][CH:10]=3)[CH:5]=[CH:4][CH:3]=[CH:11][CH:10]=1. Reported procedure: A mixture of 5.0 g (0.03 mole) of 5-methoxy-2-methylindole and 4.6 g (0.03 mole) of phthalic anhydride in 25 ml of ethylene dichloride was refluxed for ten hours, cooled to room temperature and the separated solid was collected by filtration and dried to obtain 2-[(2-methyl-5-methoxy-3-indolyl)carbonyl]benzoic acid (Formula VIII: R0 =R1 =R2 =R3 =R6 =H; R5 =CH3 ; Y1 =OCH3), as a pale pink-colored solid which decomposed at 203°-204° C. The nuclear magnetic resonance and infrared spectra were consi... Starting materials: C(C)(=O)NC(NNC1=CC(N(C(N1CC1=CC=CC=C1)=O)CCC)=O)=S (6-(4-acetylthiosemicarbazido)-1-benzyl-3-propylpyrimidine-2,4(1H,3H)-dione). The solvent is CN(C=O)C (dimethylformamide). Product: C(C)(=O)NC1=NNC=2N(C(N(C(C21)=O)CCC)=O)CC2=CC=CC=C2 (3-Acetylamino-7-benzyl-5-propylpyrazolo[3,4-d]pyrimidine-4,6(5H,7H)-dione). RXN SMILES: [C:1]([NH:4][C:5](=S)[NH:6][NH:7][C:8]1[N:13]([CH2:14][C:15]2[CH:20]=[CH:19][CH:18]=[CH:17][CH:16]=2)[C:12](=[O:21])[N:11]([CH2:22][CH2:23][CH3:24])[C:10](=[O:25])[CH:9]=1)(=[O:3])[CH3:2]>CN(C)C=O>[C:1]([NH:4][C:5]1[C:9]2[C:10](=[O:25])[N:11]([CH2:22][CH2:23][CH3:24])[C:12](=[O:21])[N:13]([CH2:14][C:15]3[CH:20]=[CH:19][CH:18]=[CH:17][CH:16]=3)[C:8]=2[NH:7][N:6]=1)(=[O:3])[CH3:2]. Reported procedure: A solution of 6-(4-acetylthiosemicarbazido)-1-benzyl-3-propylpyrimidine-2,4(1H,3H)-dione (3.0 g) in dimethylformamide (50 ml) was heated at 100° to 110° C. for 60 hours. The reaction mixture was concentrated and dissolved in 90% methanol. The solution was left standing for cooling to give pale brown crystals, followed by recrystallization from ethanol to obtain colorless crystals, m.p. 108° to 110° C. Starting materials: NC1=C(C=CC(=C1)F)NC(C1=CN=C(C=C1)Cl)=O (N-(2-amino-4-fluorophenyl)-6-chloronicotinamide), C(CCN)N (1,3-propanediamine). Yields the product NC1=C(C=CC(=C1)F)NC(C1=CN=C(C=C1)NCCCN)=O (N-(2-amino-4-fluorophenyl)-6-(3-aminopropylamino)nicotinamide). The yield is 52.0%. RXN SMILES: [NH2:1][C:2]1[CH:7]=[C:6]([F:8])[CH:5]=[CH:4][C:3]=1[NH:9][C:10](=[O:18])[C:11]1[CH:16]=[CH:15][C:14](Cl)=[N:13][CH:12]=1.[CH2:19]([NH2:23])[CH2:20][CH2:21][NH2:22]>>[NH2:1][C:2]1[CH:7]=[C:6]([F:8])[CH:5]=[CH:4][C:3]=1[NH:9][C:10](=[O:18])[C:11]1[CH:16]=[CH:15][C:14]([NH:22][CH2:21][CH2:20][CH2:19][NH2:23])=[N:13][CH:12]=1. Reported procedure: N-(2-amino-4-fluorophenyl)-6-chloronicotinamide (266 mg, 1 mmol) and 6 ml of 1,3-propanediamine were heated to 80° C. for 3 hours. The excess 1,3-propanediamine was removed under vacuum. To the residue was added 5 ml of 0.20 M NaOH. The mixture was extracted with 100 ml of ethyl acetate. The ethyl acetate was removed under vacuum to give the title compound (158 mg, 52% yield) as a brown solid. LC-MS (m/z) 304 (M+1). As a reaction SMILES: [BrH:46].[CH3:47][N:48]([CH3:49])[CH:50]=[O:51].[Cl:1][c:2]1[cH:3][cH:4][cH:5][cH:6][c:7]1[SH:8].[Na+:10].[Na+:9].[O-:11][C:12](=[O:13])[O-:14].[OH:39][c:40]1[cH:41][cH:42][cH:43][cH:44][cH:45]1.[S:15]([c:16]1[cH:17][cH:18][c:19]([CH3:20])[cH:21][cH:22]1)(=[O:23])(=[O:24])[N:25]1[CH2:26][CH:27]([S:31][c:32]2[c:33]([Cl:38])[cH:34][cH:35][cH:36][cH:37]2)[CH2:28][CH2:29][CH2:30]1>>[BrH:46].[NH:25]1[CH2:26][CH:27]([S:31][c:32]2[c:33]([Cl:38])[cH:34][cH:35][cH:36][cH:37]2)[CH2:28][CH2:29][CH2:30]1. Starting materials: Br, CN(C)C=O, Sc1ccccc1Cl, [Na+], [Na+], O=C([O-])[O-], Oc1ccccc1, Cc1ccc(S(=O)(=O)N2CCCC(Sc3ccccc3Cl)C2)cc1. Yields the product Br, Clc1ccccc1SC1CCCNC1.